Dataset: the Open Reaction Database (ORD), a public repository of structured organic reaction records. Task: describe an organic reaction: reactants, conditions, products, and yield Reactants: CC(C)(C)OC(=O)C(CC(=O)NN1C(Cc2ccccc2)COC1(C)C)c1ccn(-c2ccc(-c3ccccc3)cc2)c1, [Li]CCCC, CNC(=O)C(NC(=O)Cc1ccc(-c2ccc(-c3ccccc3)cc2)o1)C(C)(C)C. Yields the product CNC(=O)C(NC(=O)C(CC(=O)OC(C)(C)C)c1ccc(-c2ccc(-c3ccccc3)cc2)o1)C(C)(C)C. Reaction SMILES: [C:1]([CH3:2])([CH3:3])([CH3:4])[O:5][C:6]([CH:7]([c:8]1[cH:9][cH:10][n:11](-[c:12]2[cH:13][cH:14][c:15](-[c:16]3[cH:17][cH:18][cH:19][cH:20][cH:21]3)[cH:22][cH:23]2)[cH:24]1)[CH2:25][C:26]([NH:27][N:28]1[CH:29]([CH2:30][c:31]2[cH:32][cH:33][cH:34][cH:35][cH:36]2)[CH2:37][O:38][C:39]1([CH3:40])[CH3:41])=[O:42])=[O:43].[CH2:74]([Li:75])[CH2:76][CH2:77][CH3:78].[CH3:44][C:45]([CH:46]([C:47]([NH:48][CH3:49])=[O:50])[NH:51][C:52]([CH2:53][c:54]1[cH:55][cH:56][c:57](-[c:59]2[cH:60][cH:61][c:62](-[c:65]3[cH:66][cH:67][cH:68][cH:69][cH:70]3)[cH:63][cH:64]2)[o:58]1)=[O:71])([CH3:72])[CH3:73]>>[C:1]([CH3:2])([CH3:3])([CH3:4])[O:5][C:6]([CH2:7][CH:53]([C:52]([NH:51][CH:46]([C:45]([CH3:44])([CH3:72])[CH3:73])[C:47]([NH:48][CH3:49])=[O:50])=[O:71])[c:54]1[cH:55][cH:56][c:57](-[c:59]2[cH:60][cH:61][c:62](-[c:65]3[cH:66][cH:67][cH:68][cH:69][cH:70]3)[cH:63][cH:64]2)[o:58]1)=[O:43]. Reactants: C1(=CC=CC=C1)C(N1C(C2(C3=CC=CC=C13)COC1=C2C=C(C=C1)O)=O)C1=CC=CC=C1 (1′-(diphenylmethyl)-5-hydroxyspiro[1-benzofuran-3,3′-indol]-2′(1′H)-one), C1(=CC=CC=C1)C(N1C(C2(C3=CC=CC=C13)COC1=C2C=CC(=C1)O)=O)C1=CC=CC=C1 (1′-(diphenylmethyl)-6-hydroxyspiro[1-benzofuran-3,3′-indol]-2′(1′H)-one). Yields the product C1(=CC=CC=C1)C(N1C(C2(C3=CC=CC=C13)COC1=C2C=C(C=C1)OCCOC)=O)C1=CC=CC=C1 (1′-(diphenylmethyl)-5-(2-methoxyethoxy)spiro[1-benzofuran-3,3′-indol]-2′(1′H)-one). As a reaction SMILES: [C:1]1([CH:7]([C:27]2[CH:32]=[CH:31][CH:30]=[CH:29][CH:28]=2)[N:8]2[C:16]3[C:11](=[CH:12][CH:13]=[CH:14][CH:15]=3)[C:10]3([C:20]4[CH:21]=[C:22]([OH:25])[CH:23]=[CH:24][C:19]=4[O:18][CH2:17]3)[C:9]2=[O:26])[CH:6]=[CH:5][CH:4]=[CH:3][CH:2]=1.C1(C(C2C=CC=CC=2)N2C3C(=CC=CC=3)[C:42]3(C4C=CC(O)=C[C:51]=4[O:50][CH2:49]3)C2=O)C=CC=CC=1>>[C:27]1([CH:7]([C:1]2[CH:2]=[CH:3][CH:4]=[CH:5][CH:6]=2)[N:8]2[C:16]3[C:11](=[CH:12][CH:13]=[CH:14][CH:15]=3)[C:10]3([C:20]4[CH:21]=[C:22]([O:25][CH2:42][CH2:49][O:50][CH3:51])[CH:23]=[CH:24][C:19]=4[O:18][CH2:17]3)[C:9]2=[O:26])[CH:32]=[CH:31][CH:30]=[CH:29][CH:28]=1. Procedure: Following the procedure as described in EXAMPLE 2.68 and making non-critical variations using 1′-(diphenylmethyl)-5-hydroxyspiro[1-benzofuran-3,3′-indol]-2′(1′H)-one to replace 1′-(diphenylmethyl)-6-hydroxyspiro[1-benzofuran-3,3′-indol]-2′(1′H)-one, 1′-(diphenylmethyl)-5-(2-methoxyethoxy)spiro[1-benzofuran-3,3′-indol]-2′(1′H)-one was obtained (90%) as a colorless solid: 1H NMR (300 MHz, CDCl3) δ7.44-7.25 (m, 10H), 7.15-7.07 (m, 1H), 7.04 (s, 1H), 7.00-6.90 (m, 2H), 6.58-6.44 (m, 3H), 6.41-6.33 (... Reactants: BrCCCCCBr, O=C([O-])[O-], CCCCO, CC(C)(CO)Oc1ccc(-c2ccc(N)cc2)cc1, [K+], [K+]. Yields the product CC(C)(CO)Oc1ccc(-c2ccc(NCCCCCBr)cc2)cc1. As a reaction SMILES: [Br:1][CH2:2][CH2:3][CH2:4][CH2:5][CH2:6][Br:7].[C:27](=[O:28])([O-:29])[O-:30].[CH2:33]([OH:34])[CH2:35][CH2:36][CH3:37].[CH3:8][C:9]([CH2:10][OH:11])([CH3:12])[O:13][c:14]1[cH:15][cH:16][c:17](-[c:20]2[cH:21][cH:22][c:23]([NH2:26])[cH:24][cH:25]2)[cH:18][cH:19]1.[K+:31].[K+:32]>>[CH2:2]([CH2:3][CH2:4][CH2:5][CH2:6][Br:7])[NH:26][c:23]1[cH:22][cH:21][c:20](-[c:17]2[cH:16][cH:15][c:14]([O:13][C:9]([CH3:8])([CH2:10][OH:11])[CH3:12])[cH:19][cH:18]2)[cH:25][cH:24]1. Reactants: C(=O)O.NCC1CCN(CC1)S(=O)(=O)C1=CC=C(C=C1)NC(=O)NCC1=C(C=CC(=C1)F)F (N-(4-{[4-(aminomethyl)-1-piperidinyl]sulfonyl}phenyl)-N′-(2,5-difluoro-benzyl)urea formate), FC1=C(C=CC(=C1)OC[C@H]1OC1)O[Si](C1=CC=CC=C1)(C1=CC=CC=C1)C(C)(C)C (t-butyl(diphenyl)silyl 2-fluoro-4-[(2S)oxiranylmethoxy]phenyl ether). Product: FC1=C(CNC(=O)NC2=CC=C(C=C2)S(=O)(=O)N2CCC(CC2)CNC[C@@H](COC2=CC(=C(C=C2)O)F)O)C=C(C=C1)F (1-(2,5-Difluoro-benzyl)-3-[4-(4-{[(2S)-3-(3-fluoro-4-hydroxy-phenoxy)-2-hydroxy-propylamino]-methyl}-piperidine-1-sulfonyl)-phenyl]-urea). Yield: 16.0%. Reaction SMILES: C(O)=O.[NH2:4][CH2:5][CH:6]1[CH2:11][CH2:10][N:9]([S:12]([C:15]2[CH:20]=[CH:19][C:18]([NH:21][C:22]([NH:24][CH2:25][C:26]3[CH:31]=[C:30]([F:32])[CH:29]=[CH:28][C:27]=3[F:33])=[O:23])=[CH:17][CH:16]=2)(=[O:14])=[O:13])[CH2:8][CH2:7]1.[F:34][C:35]1[CH:40]=[C:39]([O:41][CH2:42][C@@H:43]2[CH2:45][O:44]2)[CH:38]=[CH:37][C:36]=1[O:46][Si](C(C)(C)C)(C1C=CC=CC=1)C1C=CC=CC=1>>[F:33][C:27]1[CH:28]=[CH:29][C:30]([F:32])=[CH:31][C:26]=1[CH2:25][NH:24][C:22]([NH:21][C:18]1[CH:17]=[CH:16][C:15]([S:12]([N:9]2[CH2:8][CH2:7][CH:6]([CH2:5][NH:4][CH2:45][C@H:43]([OH:44])[CH2:42][O:41][C:39]3[CH:38]=[CH:37][C:36]([OH:46])=[C:35]([F:34])[CH:40]=3)[CH2:11][CH2:10]2)(=[O:13])=[O:14])=[CH:20][CH:19]=1)=[O:23] |f:0.1|. Procedure details: N-(4-{[4-(aminomethyl)-1-piperidinyl]sulfonyl}phenyl)-N′-(2,5-difluoro-benzyl)urea formate (0.433 g, 1.00 mmol) was reacted with t-butyl(diphenyl)silyl 2-fluoro-4-[(2S)oxiranylmethoxy]phenyl ether (0.422 g, 1.00 mmol) according to example 37 to give the title compound (0.1 g, 0.16 mmol). Reactants: N1C(CC2=CC=CC=C12)=O (indolinone), BrC=1C=C(C(=NC1)OC)C=O (5-bromo-2-methoxypyridine-3-carbaldehyde), N1CCCCC1 (piperidine). The solvent is C(C)O (ethanol). Conditions: temperature 80 celsius. Product: BrC=1C=C(C(=NC1)OC)C=C1C(NC2=CC=CC=C12)=O (3-((5-bromo-2-methoxypyridin-3-yl)methylene)indolin-2-one). Yield: 55.5%. As a reaction SMILES: [NH:1]1[C:9]2[C:4](=[CH:5][CH:6]=[CH:7][CH:8]=2)[CH2:3][C:2]1=[O:10].[Br:11][C:12]1[CH:13]=[C:14]([CH:20]=O)[C:15]([O:18][CH3:19])=[N:16][CH:17]=1.N1CCCCC1>C(O)C>[Br:11][C:12]1[CH:13]=[C:14]([CH:20]=[C:3]2[C:4]3[C:9](=[CH:8][CH:7]=[CH:6][CH:5]=3)[NH:1][C:2]2=[O:10])[C:15]([O:18][CH3:19])=[N:16][CH:17]=1. Procedure: To a solution of indolinone (130 mg, 0.98 mmol) in ethanol (5 mL) was added 5-bromo-2-methoxypyridine-3-carbaldehyde (J. Het. Chem, 1985, (22), 1583-1592) (200 mg, 0.98 mmol, 1 eq), followed by piperidine (0.194 mL, 1.9 mmol, 2 eq). The reaction mixture was heated at 80° C. for 2 hours and then allowed to cool to room temperature. The precipitate that formed was collected by filtration and washed with ethanol to give the title compound (180 mg, 55%). The reactants are NC1=C(C#N)C(=CC=C1)OC(C)C (2-amino-6-isopropoxybenzonitrile), O=C(CC(=O)OCC)C (ethyl 3-oxobutanoate). Yields the product NC1=C(C(=NC2=CC=CC(=C12)OC(C)C)C)C(=O)OCC (ethyl 4-amino-5-isopropoxy-2-methylquinoline-3-carboxylate). Reaction SMILES: [NH2:1][C:2]1[CH:9]=[CH:8][CH:7]=[C:6]([O:10][CH:11]([CH3:13])[CH3:12])[C:3]=1[C:4]#[N:5].O=[C:15]([CH3:22])[CH2:16][C:17]([O:19][CH2:20][CH3:21])=[O:18]>>[NH2:5][C:4]1[C:3]2[C:2](=[CH:9][CH:8]=[CH:7][C:6]=2[O:10][CH:11]([CH3:13])[CH3:12])[N:1]=[C:15]([CH3:22])[C:16]=1[C:17]([O:19][CH2:20][CH3:21])=[O:18]. Procedure: Prepared as in Example 2a from 2-amino-6-isopropoxybenzonitrile (Tachdjian, C. et al. PCT Int. App. 2008, WO 2008154221) and ethyl 3-oxobutanoate as an off-white solid (32%). 1H NMR (400 MHz, DMSO-d6) δ 1.32 (t, J=7.6 Hz, 3H), 1.38 (d, J=6.0 Hz, 6H), 2.54 (s, 3H), 4.3 (q, J=7.2 Hz, 2H), 4.83-4.89 (m, 1H), 6.93 (d, J=8.0 Hz, 1H), 7.20 (d, J=8.0 Hz, 1H), 7.50 (t, J=8.4 Hz, 1H), 8.14 (s, 2H). MS 289 (MH+). Starting materials: CS(C)=O, Fc1cccc(C(F)(F)F)n1, [N-]=[N+]=[N-], [Na+], O. Product: [N-]=[N+]=Nc1cccc(C(F)(F)F)n1. As a reaction SMILES: [CH3:16][S:17]([CH3:18])=[O:19].[F:1][c:2]1[n:3][c:4]([C:8]([F:9])([F:10])[F:11])[cH:5][cH:6][cH:7]1.[N-:13]=[N+:14]=[N-:15].[Na+:12].[OH2:20]>>[c:2]1([N:13]=[N+:14]=[N-:15])[n:3][c:4]([C:8]([F:9])([F:10])[F:11])[cH:5][cH:6][cH:7]1. Reactants: SC1=NC2=C(N1)C=C(C=C2)C(F)(F)F (2-mercapto-6-trifluoromethyl-1H-benzimidazole), [H-].[Na+] (sodium hydride), Aldehyde, [H-].[Na+] (Sodium hydride), [N+](=O)([O-])C1=CC=C(O1)C=O (5-nitro-2-furaldehyde). The solvent is O1CCCC1 (tetrahydrofuran), O1CCCC1 (tetrahydrofuran), O1CCCC1 (tetrahydrofuran). Conditions: time 2 hour. Product: FC(C=1C=CC2=C(NC(=N2)SC2=CC=C(O2)C=O)C1)(F)F (5-(6-trifluoromethyl-1H-benzimidazol-2-ylsulfanyl)-furan-2-carbaldehyde). Isolated yield 77.4%. As a reaction SMILES: [SH:1][C:2]1[NH:6][C:5]2[CH:7]=[C:8]([C:11]([F:14])([F:13])[F:12])[CH:9]=[CH:10][C:4]=2[N:3]=1.[H-].[Na+].[N+]([C:20]1[O:24][C:23]([CH:25]=[O:26])=[CH:22][CH:21]=1)([O-])=O>O1CCCC1>[F:12][C:11]([F:14])([F:13])[C:8]1[CH:9]=[CH:10][C:4]2[N:3]=[C:2]([S:1][C:20]3[O:24][C:23]([CH:25]=[O:26])=[CH:22][CH:21]=3)[NH:6][C:5]=2[CH:7]=1 |f:1.2|. Procedure: Aldehyde intermediate preparation: 2-mercapto-6-trifluoromethyl-1H-benzimidazole (0.65 g, 2.98 mmol) dissolved in 5 ml of anhydrous tetrahydrofuran is added dropwise to a suspension of sodium hydride (60% dispersion in mineral oil, 0.095 g, 3.16 mmol) in anhydrous tetrahydrofuran (2 ml) over a 20 minutes period. The reaction mixture is stirred for 2 hours at room temperature. Then 5-nitro-2-furaldehyde (0.42 g, 2.98 mmol) dissolved in 5 ml of anhydrous tetrahydrofuran is added dropwise over a 15...